Dataset: the Open Reaction Database (ORD), a public repository of structured organic reaction records. Task: describe an organic reaction: reactants, conditions, products, and yield The reactants are [H-].[Na+] (Sodium hydride), OC1CC(N(C(C1)(C)C)OCCCCCCCC)(C)C (4-hydroxy-1-octyloxy-2,2,6,6-tetramethylpiperidine), C(C=C)Br (allyl bromide). Run in O1CCCC1 (tetrahydrofuran). Conditions: temperature 35 celsius. The product is C(C=C)OC1CC(N(C(C1)(C)C)OCCCCCCCC)(C)C (4-Allyloxy-1-octyloxy-2,2,6,6-tetramethylpiperidine). The yield is 69.9%. RXN SMILES: [H-].[Na+].[OH:3][CH:4]1[CH2:9][C:8]([CH3:11])([CH3:10])[N:7]([O:12][CH2:13][CH2:14][CH2:15][CH2:16][CH2:17][CH2:18][CH2:19][CH3:20])[C:6]([CH3:22])([CH3:21])[CH2:5]1.[CH2:23](Br)[CH:24]=[CH2:25]>O1CCCC1>[CH2:25]([O:3][CH:4]1[CH2:9][C:8]([CH3:10])([CH3:11])[N:7]([O:12][CH2:13][CH2:14][CH2:15][CH2:16][CH2:17][CH2:18][CH2:19][CH3:20])[C:6]([CH3:21])([CH3:22])[CH2:5]1)[CH:24]=[CH2:23] |f:0.1|. Reported procedure: Sodium hydride (2.65 grams, 110 mmol) is added to a solution of 30.0 grams (105 mmol) of 4-hydroxy-1-octyloxy-2,2,6,6-tetramethylpiperidine in 150 ml of tetrahydrofuran under nitrogen. The reaction mixture is heated at reflux for three hours, cooled to 35° C., and treated with 12.7 grams (110 mmol) of allyl bromide. The reaction mixture is heated at reflux for one hour, then partitioned between ethyl acetate (150 ml) and water (50 ml). The organic layer is washed with saturated sodium chloride s... Reactants: BrC1=C(C=CC=C1)O (Ortho-bromophenol), CC(C)OC(=O)/N=N/C(=O)OC(C)C (DIAD), C(=O)(OC(C)(C)C)N1CC(CCC1)O (racemic Boc-3-hydroxypiperidine), C1(=CC=CC=C1)P(C1=CC=CC=C1)C1=CC=CC=C1 (triphenylphosphine). Run in C1CCOC1 (THF), CCOCC (ether), O (water). Conditions: temperature 0 celsius, time 16 hour. Yields the product C(C)(C)(C)OC(=O)N1CC(CCC1)OC1=C(C=CC=C1)Br (3-(2-Bromo-phenoxy)-piperidine-1-carboxylic acid tert-butyl ester). Isolated yield 34.0%. As a reaction SMILES: [Br:1][C:2]1[CH:7]=[CH:6][CH:5]=[CH:4][C:3]=1[OH:8].[C:9]([N:16]1[CH2:21][CH2:20][CH2:19][CH:18](O)[CH2:17]1)([O:11][C:12]([CH3:15])([CH3:14])[CH3:13])=[O:10].C1(P(C2C=CC=CC=2)C2C=CC=CC=2)C=CC=CC=1.CC(OC(/N=N/C(OC(C)C)=O)=O)C>C1COCC1.CCOCC.O>[C:12]([O:11][C:9]([N:16]1[CH2:21][CH2:20][CH2:19][CH:18]([O:8][C:3]2[CH:4]=[CH:5][CH:6]=[CH:7][C:2]=2[Br:1])[CH2:17]1)=[O:10])([CH3:15])([CH3:13])[CH3:14]. Reported procedure: Ortho-bromophenol (1.72 g, 9.92 mmol) and racemic Boc-3-hydroxypiperidine (2 g, 9.92 mmol) were placed in THF (60 mL) with triphenylphosphine (3.9 g, 14.9 mmol), and the mixture was cooled to 0° C. DIAD (2.94 mL, 14.9 mmol) was added portion wise over 30 minutes, and the mixture was warmed to r.t. and stirred for about 16 hours. The mixture was diluted with ether (200 mL) and water was added (100 mL). The mixture was washed with 5N NaOH (100 mL), extracted with ether and concentrated. Ethyl acet... The reactants are FC1=CC2=C(C(=NO2)C2CCNCC2)C=C1 (6-fluoro-3-(4-piperidinyl)1,2-benzisoxazole), C(=O)([O-])[O-].[K+].[K+] (K2CO3), BrCCCOC1=C(C=C(C=C1Br)C(C)=O)Br (1-[4-(3-bromopropoxy)-3,5-dibromophenyl]ethanone). Solvent: C(C)#N (acetonitrile). Yields the product BrC=1C=C(C=C(C1OCCCN1CCC(CC1)C1=NOC2=C1C=CC(=C2)F)Br)C(C)=O (1-[3,5-dibromo-4-[3-[4-(6-fluoro-1,2- benzisoxazol-3-yl)-1-piperidinyl]propoxy]-phenyl]ethanone). Isolated yield 58.7%. RXN SMILES: [F:1][C:2]1[CH:16]=[CH:15][C:5]2[C:6]([CH:9]3[CH2:14][CH2:13][NH:12][CH2:11][CH2:10]3)=[N:7][O:8][C:4]=2[CH:3]=1.C([O-])([O-])=O.[K+].[K+].Br[CH2:24][CH2:25][CH2:26][O:27][C:28]1[C:33]([Br:34])=[CH:32][C:31]([C:35](=[O:37])[CH3:36])=[CH:30][C:29]=1[Br:38]>C(#N)C>[Br:34][C:33]1[CH:32]=[C:31]([C:35](=[O:37])[CH3:36])[CH:30]=[C:29]([Br:38])[C:28]=1[O:27][CH2:26][CH2:25][CH2:24][N:12]1[CH2:11][CH2:10][CH:9]([C:6]2[C:5]3[CH:15]=[CH:16][C:2]([F:1])=[CH:3][C:4]=3[O:8][N:7]=2)[CH2:14][CH2:13]1 |f:1.2.3|. Procedure: A stirred mixture of 6-fluoro-3-(4-piperidinyl)1,2-benzisoxazole (2.0 g, 9.0 mmol), K2CO3 (1.3 g), and 1-[4-(3-bromopropoxy)-3,5-dibromophenyl]ethanone (2.65 g, 9.0 mmol) and acetonitrile (50 ml) was heated at reflux for 3 hours. At the end of the reaction, the solvent was evaporated and the residue was extracted into dichloromethane (150 ml). The insolubles were filtered off. The dichloromethane solution was concentrated down to an oil. The purification was done by flash chromatography on a sil... Starting materials: CN1CCN(CC1)CC1=CC=C(C=C1)NC1=NC=CC(=N1)C=1C(=NNC1)C1=CC=C(C=C1)C ([4-(4-Methyl-piperazin-1-ylmethyl)-phenyl]-[4-(3-p-tolyl-1H-pyrazol-4-yl)-pyrimidin-2-yl]-amine), CO (methanol). Product: CN1CCN(CC1)CC1=CC=C(C=C1)NC1=NC=CC(=N1)C=1C(=NN(C1)C)C1=CC=C(C=C1)C ([4-(4-Methyl-piperazin-1-ylmethyl)-phenyl]-[4-(1-methyl-3-p-tolyl-1H-pyrazol-4-yl)-pyrimidin-2-yl]-amine). RXN SMILES: [CH3:1][N:2]1[CH2:7][CH2:6][N:5]([CH2:8][C:9]2[CH:14]=[CH:13][C:12]([NH:15][C:16]3[N:21]=[C:20]([C:22]4[C:23]([C:27]5[CH:32]=[CH:31][C:30]([CH3:33])=[CH:29][CH:28]=5)=[N:24][NH:25][CH:26]=4)[CH:19]=[CH:18][N:17]=3)=[CH:11][CH:10]=2)[CH2:4][CH2:3]1.[CH3:34]O>>[CH3:1][N:2]1[CH2:7][CH2:6][N:5]([CH2:8][C:9]2[CH:10]=[CH:11][C:12]([NH:15][C:16]3[N:21]=[C:20]([C:22]4[C:23]([C:27]5[CH:32]=[CH:31][C:30]([CH3:33])=[CH:29][CH:28]=5)=[N:24][N:25]([CH3:34])[CH:26]=4)[CH:19]=[CH:18][N:17]=3)=[CH:13][CH:14]=2)[CH2:4][CH2:3]1. Procedure: The title compound is prepared as described in Example 55 starting from [4(4methyl-piperazin-1-ylmethyl)-phenyl]-[4-(3-p-tolyl-1H-pyrazol-4-yl)-pyrimidin-2-yl]-amine (Example 60) and methanol. Reactants: CCN(CC)C(C)C, C1CCOC1, COc1cc2ncnc(Oc3cccc(N)c3)c2cc1OC, O=C(Nc1cc(C(F)(F)C(F)(F)F)nn1-c1ccccc1)Oc1ccccc1. Yields the product COc1cc2ncnc(Oc3cccc(NC(=O)Nc4cc(C(F)(F)C(F)(F)F)nn4-c4ccccc4)c3)c2cc1OC. RXN SMILES: [CH2:51]([N:52]([CH:53]([CH3:54])[CH3:55])[CH2:56][CH3:57])[CH3:58].[CH2:59]1[O:60][CH2:61][CH2:62][CH2:63]1.[CH3:29][O:30][c:31]1[cH:32][c:33]2[c:34]([O:43][c:44]3[cH:45][c:46]([NH2:47])[cH:48][cH:49][cH:50]3)[n:35][cH:36][n:37][c:38]2[cH:39][c:40]1[O:41][CH3:42].[F:1][C:2]([C:3]([F:4])([F:5])[F:6])([c:7]1[n:8][n:9](-[c:22]2[cH:23][cH:24][cH:25][cH:26][cH:27]2)[c:10]([NH:12][C:13]([O:14][c:15]2[cH:16][cH:17][cH:18][cH:19][cH:20]2)=[O:21])[cH:11]1)[F:28]>>[F:1][C:2]([C:3]([F:4])([F:5])[F:6])([c:7]1[n:8][n:9](-[c:22]2[cH:23][cH:24][cH:25][cH:26][cH:27]2)[c:10]([NH:12][C:13](=[O:21])[NH:47][c:46]2[cH:45][c:44]([O:43][c:34]3[c:33]4[cH:32][c:31]([O:30][CH3:29])[c:40]([O:41][CH3:42])[cH:39][c:38]4[n:37][cH:36][n:35]3)[cH:50][cH:49][cH:48]2)[cH:11]1)[F:28]. Reactants: [H][H], O=c1c2ccccc2[nH]n1Cc1cccc([N+](=O)[O-])c1, C1CCOC1, O=[Pt]. The product is Nc1cccc(Cn2[nH]c3ccccc3c2=O)c1. As a reaction SMILES: [H:21][H:22].[N+:1]([O-:2])(=[O:3])[c:4]1[cH:5][c:6]([CH2:7][n:8]2[nH:9][c:10]3[cH:11][cH:12][cH:13][cH:14][c:15]3[c:16]2=[O:17])[cH:18][cH:19][cH:20]1.[O:25]1[CH2:26][CH2:27][CH2:28][CH2:29]1.[Pt:23]=[O:24]>>[NH2:1][c:4]1[cH:5][c:6]([CH2:7][n:8]2[nH:9][c:10]3[cH:11][cH:12][cH:13][cH:14][c:15]3[c:16]2=[O:17])[cH:18][cH:19][cH:20]1.